Dataset: the Open Reaction Database (ORD), a public repository of structured organic reaction records. Task: describe an organic reaction: reactants, conditions, products, and yield The reactants are CC1=C(C(=CC(=C1)C)C)[Mg]Br (2,4,6-trimethylphenylmagnesium bromide), [Sn](CCCC)(CCCC)(CCCC)Cl (nBu3SnCl). The solvent is C1CCOC1 (THF). Run at time 1 hour. The product is C(CCC)[Sn](C1=C(C=C(C=C1C)C)C)(CCCC)CCCC (tributyl(2,4,6-trimethylphenyl)stannane). Yield: 89.9%. Reaction SMILES: [CH3:1][C:2]1[CH:7]=[C:6]([CH3:8])[CH:5]=[C:4]([CH3:9])[C:3]=1[Mg]Br.[Sn:12](Cl)([CH2:21][CH2:22][CH2:23][CH3:24])([CH2:17][CH2:18][CH2:19][CH3:20])[CH2:13][CH2:14][CH2:15][CH3:16]>C1COCC1>[CH2:21]([Sn:12]([CH2:13][CH2:14][CH2:15][CH3:16])([CH2:17][CH2:18][CH2:19][CH3:20])[C:3]1[C:2]([CH3:1])=[CH:7][C:6]([CH3:8])=[CH:5][C:4]=1[CH3:9])[CH2:22][CH2:23][CH3:24]. Procedure: To 2,4,6-trimethylphenylmagnesium bromide (1.0 M in THF, 10.0 mL, 10 mmol, 1.0 equiv) in THF (30 mL) at −78° C. was added nBu3SnCl (3.25 g, 10.0 mmol, 1.00 equiv). After stiffing for 1.0 hr at 23° C., the solvent was removed in vacuo and the residue was purified by fractional distillation to afford 3.68 g of the title compound as a colorless oil (90% yield).